This data is from the Open Reaction Database (ORD), a public repository of structured organic reaction records. The task is: describe an organic reaction: reactants, conditions, products, and yield The reactants are [Br-].CC1=C(C=2SC3=C([N+]2CC1)C=CC=C3)C3=CC=CC=C3 (1,2-Dihydro-3-methyl-4-phenylpyrido[2,1-b]benzothiazolium bromide), [Br-].C(C)(=O)CC[N+]1=C(SC2=C1C=CC=C2)C (3-(2-acetylethyl)-2-methylbenzothiazolium bromide), [Br-].CC1=CC=2SC3=C([N+]2C=C1)C=CC=C3 (3-methylpyrido[2,1-b]benzothiazolium bromide), CS(=O)C (dimethylsulfoxide), aromatic ring. Run in C(C)O (ethanol), CCOCC (ether). Yields the product [Br-].CC1=C(C=2SC3=C([N+]2C=C1)C=CC=C3)C3=CC=CC=C3 (3-Methyl-4-phenylpyrido[2,1-b]benzothiazolium bromide). Reaction SMILES: [Br-:1].[CH3:2][C:3]1[CH2:11][CH2:10][N+:9]2[C:8]3[CH:12]=[CH:13][CH:14]=[CH:15][C:7]=3[S:6][C:5]=2[C:4]=1[C:16]1[CH:21]=[CH:20][CH:19]=[CH:18][CH:17]=1.CS(C)=O.[Br-].C(CC[N+]1C2C=CC=CC=2SC=1C)(=O)C.[Br-].CC1C=C[N+]2C3C=CC=CC=3SC=2C=1>C(O)C.CCOCC>[Br-:1].[CH3:2][C:3]1[CH:11]=[CH:10][N+:9]2[C:8]3[CH:12]=[CH:13][CH:14]=[CH:15][C:7]=3[S:6][C:5]=2[C:4]=1[C:16]1[CH:21]=[CH:20][CH:19]=[CH:18][CH:17]=1 |f:0.1,3.4,5.6,9.10|. Procedure details: 1,2-Dihydro-3-methyl-4-phenylpyrido[2,1-b]benzothiazolium bromide is prepared by reacting 3-(2-acetylethyl)-2-benzylbenzothiazolium bromide (1.0 g.) dissolved in 25 ml. of dimethyl sulfoxide. The reaction mixture is heated to reflux for several minutes and cooled. The resulting tan solid precipitate is filtered, washed with ether and dried to give 0.7 g. (72% yield) of product having a melting point of 208°-210° C. 1,2-Dihydro-3-methyl-4-phenylpyrido[2,1-b]benzothiazolium bromide (1.0 g.) is hea...